The task is: describe an organic reaction: reactants, conditions, products, and yield. This data is from the Open Reaction Database (ORD), a public repository of structured organic reaction records. The reactants are [H-].[H-].[H-].[H-].[Li+].[Al+3] (LiAlH4), C(C)OC(CC1=COC2=C1C=CC(=C2)OC)=O (ethyl(6-methoxy-1-benzofuran-3-yl)acetate). The solvent is C1CCOC1 (THF), C1CCOC1 (THF). Run at time 1 hour. Product: COC1=CC2=C(C(=CO2)CCO)C=C1 (2-(6-methoxy-1-benzofuran-3-yl)ethanol). As a reaction SMILES: [H-].[H-].[H-].[H-].[Li+].[Al+3].C([O:9][C:10](=O)[CH2:11][C:12]1[C:16]2[CH:17]=[CH:18][C:19]([O:21][CH3:22])=[CH:20][C:15]=2[O:14][CH:13]=1)C>C1COCC1>[CH3:22][O:21][C:19]1[CH:18]=[CH:17][C:16]2[C:12]([CH2:11][CH2:10][OH:9])=[CH:13][O:14][C:15]=2[CH:20]=1 |f:0.1.2.3.4.5|. Reported procedure: To a stirred suspension of LiAlH4 (200 mg, excess) in THF at 0° C., ethyl(6-methoxy-1-benzofuran-3-yl)acetate (1.17 g, 5 mmol) in THF (20 mL) was added slowly. After the addition, the reaction mixture was stirred at room temperature for 1 hr and quenched with saturated NH4Cl solution. The product was extracted with chloroform and washed well with water. It was dried over anhydrous MgSO4, filtered and concentrated. The product, 2-(6-methoxy-1-benzofuran-3-yl)ethanol, was obtained as a white oil a...